Dataset: the Open Reaction Database (ORD), a public repository of structured organic reaction records. Task: describe an organic reaction: reactants, conditions, products, and yield Reactants: CCOC(=O)C1CN(C)C(=O)c2c(OCc3ccccc3)c(C(=O)OC)nn21, C1CCOC1, CO, [Na+], [OH-]. Product: COC(=O)c1nn2c(c1OCc1ccccc1)C(=O)N(C)CC2C(=O)O. Reaction SMILES: [CH2:1]([c:2]1[cH:3][cH:4][cH:5][cH:6][cH:7]1)[O:8][c:9]1[c:10]([C:25](=[O:26])[O:27][CH3:28])[n:11][n:12]2[c:13]1[C:14](=[O:24])[N:15]([CH3:23])[CH2:16][CH:17]2[C:18](=[O:19])[O:20][CH2:21][CH3:22].[CH2:33]1[O:34][CH2:35][CH2:36][CH2:37]1.[CH3:31][OH:32].[Na+:30].[OH-:29]>>[CH2:1]([c:2]1[cH:3][cH:4][cH:5][cH:6][cH:7]1)[O:8][c:9]1[c:10]([C:25](=[O:26])[O:27][CH3:28])[n:11][n:12]2[c:13]1[C:14](=[O:24])[N:15]([CH3:23])[CH2:16][CH:17]2[C:18](=[O:19])[OH:20]. The reactants are CCOC(=O)C1=C(CCCC1(C)C)C (ethyl β-cyclogeraniate), C1(\C=C/C(=O)O1)=O (maleic anhydride), [H][H] (hydrogen). The product is CC12C(C(CCC1)(C)C)(C(=O)OCC)O2 (Ethyl 2,6,6-trimethyl-1,2-epoxy-cyclohexane-1-carboxylate). Yield: 90.0%. Reaction SMILES: [CH3:1][CH2:2][O:3][C:4]([C:6]1[C:11]([CH3:13])([CH3:12])[CH2:10][CH2:9][CH2:8][C:7]=1[CH3:14])=[O:5].C1(=O)OC(=[O:19])C=C1.[H][H]>>[CH3:14][C:7]12[O:19][C:6]1([C:4]([O:3][CH2:2][CH3:1])=[O:5])[C:11]([CH3:13])([CH3:12])[CH2:10][CH2:9][CH2:8]2. Reported procedure: 98.0 g (0.5 M) of ethyl β-cyclogeraniate have been treated, as described in Example 1, with maleic anhydride and hydrogen peroxyde to give the desired ester with a yield of 90%, b.p. 55°/0.1 Torr: The reactants are C(C)I (Ethyl iodide), C([O-])([O-])=O.[K+].[K+] (potassium carbonate), C(C1=CC=CC=C1)NC1=C2C(=NC=C1C(=O)N(C)OC)NN=C2 (4-(benzylamino)-N-methoxy-N-methyl-1H-pyrazolo[3,4-b]pyridine-5-carboxamide). The solvent is CN(C=O)C (dimethylformamide), O (water). Reaction conditions: temperature 60 celsius, time 5 hour. The product is C(C1=CC=CC=C1)NC1=C2C(=NC=C1C(=O)N(C)OC)N(N=C2)CC (4-(benzylamino)-1-ethyl-N-methoxy-N-methyl-1H-pyrazolo[3,4-b]pyridine-5-carboxamide). As a reaction SMILES: [CH2:1](I)[CH3:2].C(=O)([O-])[O-].[K+].[K+].[CH2:10]([NH:17][C:18]1[C:23]([C:24]([N:26]([O:28][CH3:29])[CH3:27])=[O:25])=[CH:22][N:21]=[C:20]2[NH:30][N:31]=[CH:32][C:19]=12)[C:11]1[CH:16]=[CH:15][CH:14]=[CH:13][CH:12]=1>CN(C)C=O.O>[CH2:10]([NH:17][C:18]1[C:23]([C:24]([N:26]([O:28][CH3:29])[CH3:27])=[O:25])=[CH:22][N:21]=[C:20]2[N:30]([CH2:1][CH3:2])[N:31]=[CH:32][C:19]=12)[C:11]1[CH:12]=[CH:13][CH:14]=[CH:15][CH:16]=1 |f:1.2.3|. Reported procedure: Ethyl iodide (1.52 gm, 9.63 mmol) and potassium carbonate (2.214 gm, 16.05 mmol) were added to the solution 4-(benzylamino)-N-methoxy-N-methyl-1H-pyrazolo[3,4-b]pyridine-5-carboxamide (1 gm, 3.21 mmol) (example 6a) in dimethylformamide and the reaction mixture was stirred at 60° C. for about 5 hours. It was cooled, diluted with water and extracted with ethyl acetate. The organic layer was washed with brine, dried over anhydrous sodium sulphate and concentrated under reduced pressure. The crude p... Starting materials: ClC1=NC=C(C(=N1)NC=1C=C(C=CC1)NC(OC(C)(C)C)=O)F (tert-Butyl (3-((2-chloro-5-fluoropyrimidin-4-yl)amino)phenyl)carbamate), COCCOC1=CC=C(N)C=C1 (4-(2-methoxyethoxy)aniline), product. The reagents and catalysts are C(C)(=O)O (acetic acid). Run in C(C)(C)(CC)O (tert-amyl alcohol). The product is FC=1C(=NC(=NC1)NC1=CC=C(C=C1)OCCOC)NC=1C=C(C=CC1)NC(OC(C)(C)C)=O (tert-butyl (3-((5-fluoro-2-((4-(2-methoxyethoxy)phenyl)amino)pyrimidin-4-yl)amino)phenyl)carbamate). RXN SMILES: Cl[C:2]1[N:7]=[C:6]([NH:8][C:9]2[CH:10]=[C:11]([NH:15][C:16](=[O:22])[O:17][C:18]([CH3:21])([CH3:20])[CH3:19])[CH:12]=[CH:13][CH:14]=2)[C:5]([F:23])=[CH:4][N:3]=1.[CH3:24][O:25][CH2:26][CH2:27][O:28][C:29]1[CH:35]=[CH:34][C:32]([NH2:33])=[CH:31][CH:30]=1>C(O)(CC)(C)C.C(O)(=O)C>[F:23][C:5]1[C:6]([NH:8][C:9]2[CH:10]=[C:11]([NH:15][C:16](=[O:22])[O:17][C:18]([CH3:21])([CH3:20])[CH3:19])[CH:12]=[CH:13][CH:14]=2)=[N:7][C:2]([NH:33][C:32]2[CH:31]=[CH:30][C:29]([O:28][CH2:27][CH2:26][O:25][CH3:24])=[CH:35][CH:34]=2)=[N:3][CH:4]=1. Reported procedure: tert-Butyl (3-((2-chloro-5-fluoropyrimidin-4-yl)amino)phenyl)carbamate (800 mg, 2.37 mmoL) and 4-(2-methoxyethoxy)aniline (576 mg, 2.84 mmoL) were suspended in tert-amyl alcohol (14 mL) and acetic acid (5 drops). Heated to reflux for 4 h. After cooling, solvent was removed via rotary evaporation. The dark oil was partitioned between water/brine and THF (10 mL each), agitated, and separated layers and dried organic phase over sodium sulfate. The solvent was removed via rotary evaporation to affor... Starting materials: COC(=O)C(C)Oc1ccc(F)c2nc(OC(F)F)c(Cc3ccc(Cl)cc3Cl)c(C)c12, CO, CC(=O)O, [Li+], [OH-], O. Product: Cc1c(Cc2ccc(Cl)cc2Cl)c(OC(F)F)nc2c(F)ccc(OC(C)C(=O)O)c12. As a reaction SMILES: [CH3:1][O:2][C:3]([CH:4]([CH3:5])[O:6][c:7]1[c:8]2[c:9]([CH3:31])[c:10]([CH2:22][c:23]3[c:24]([Cl:30])[cH:25][c:26]([Cl:29])[cH:27][cH:28]3)[c:11]([O:18][CH:19]([F:20])[F:21])[n:12][c:13]2[c:14]([F:17])[cH:15][cH:16]1)=[O:32].[CH3:33][OH:34].[CH3:37][C:38](=[O:39])[OH:40].[Li+:35].[OH-:36].[OH2:41]>>[O:2]=[C:3]([CH:4]([CH3:5])[O:6][c:7]1[c:8]2[c:9]([CH3:31])[c:10]([CH2:22][c:23]3[c:24]([Cl:30])[cH:25][c:26]([Cl:29])[cH:27][cH:28]3)[c:11]([O:18][CH:19]([F:20])[F:21])[n:12][c:13]2[c:14]([F:17])[cH:15][cH:16]1)[OH:32]. The reactants are C(C1=CC=CC=C1)(=O)NC(NC1=C(C2=C(COC(C2)C)S1)C(=O)OC(C)(C)C)=S (tert-butyl 2-(3-benzoylthioureido)-5-methyl-5,7-dihydro-4H-thieno[2,3-c]pyran-3-carboxylate), FC(C(=O)O)(F)F (trifluoroacetic acid). Run in ClCCl (dichloromethane). Reaction conditions: time 4 hour. The product is C(C1=CC=CC=C1)(=O)NC(NC1=C(C2=C(COC(C2)C)S1)C(=O)O)=S (2-(3-benzoylthioureido)-5-methyl-5,7-dihydro-4H-thieno[2,3-c]pyran-3-carboxylic acid). Isolated yield 44.6%. RXN SMILES: [C:1]([NH:9][C:10](=[S:29])[NH:11][C:12]1[S:21][C:15]2[CH2:16][O:17][CH:18]([CH3:20])[CH2:19][C:14]=2[C:13]=1[C:22]([O:24]C(C)(C)C)=[O:23])(=[O:8])[C:2]1[CH:7]=[CH:6][CH:5]=[CH:4][CH:3]=1.FC(F)(F)C(O)=O>ClCCl>[C:1]([NH:9][C:10](=[S:29])[NH:11][C:12]1[S:21][C:15]2[CH2:16][O:17][CH:18]([CH3:20])[CH2:19][C:14]=2[C:13]=1[C:22]([OH:24])=[O:23])(=[O:8])[C:2]1[CH:7]=[CH:6][CH:5]=[CH:4][CH:3]=1. Procedure: To tert-butyl 2-(3-benzoylthioureido)-5-methyl-5,7-dihydro-4H-thieno[2,3-c]pyran-3-carboxylate (0.028 g, 0.065 mmol, 1 eq.) was added a 40% v/v solution of trifluoroacetic acid in dichloromethane (2.5 mL). After stirring the solution for 4 hours at rt, the solvent was evaporated in vacuo, and the residue purified by reverse-phase chromatography to yield the product as a white semi-solid (0.011 g, 0.029 mmol, 46% yield). 1H NMR (400 MHz, Acetone) δ 8.07 (d, J=7.4, 2H), 7.68 (t, J=7.0, 1H), 7.56 (... Starting materials: O=C([O-])[O-], Cc1cc(N2CCCC2=O)ccc1-c1ccc(C(=O)O)cc1, CI, [K+], [K+], CN(C)C=O. The product is COC(=O)c1ccc(-c2ccc(N3CCCC3=O)cc2C)cc1. As a reaction SMILES: [C:25](=[O:26])([O-:27])[O-:28].[CH3:1][c:2]1[c:3](-[c:14]2[cH:15][cH:16][c:17]([C:20](=[O:21])[OH:22])[cH:18][cH:19]2)[cH:4][cH:5][c:6]([N:8]2[C:9](=[O:13])[CH2:10][CH2:11][CH2:12]2)[cH:7]1.[I:23][CH3:24].[K+:29].[K+:30].[O:31]=[CH:32][N:33]([CH3:34])[CH3:35]>>[CH3:1][c:2]1[c:3](-[c:14]2[cH:15][cH:16][c:17]([C:20](=[O:21])[O:22][CH3:25])[cH:18][cH:19]2)[cH:4][cH:5][c:6]([N:8]2[C:9](=[O:13])[CH2:10][CH2:11][CH2:12]2)[cH:7]1.